This data is from the Open Reaction Database (ORD), a public repository of structured organic reaction records. The task is: describe an organic reaction: reactants, conditions, products, and yield Starting materials: CC(C)NC(C)C, ClCCl, CN(C)C=O, O=S(Cl)Cl, O=C(O)c1ccccc1-c1ccccc1, Nc1ccc(C2CCN(Cc3ccccc3)CC2)cc1. Yields the product NC(=O)c1ccccc1-c1ccccc1. RXN SMILES: [CH3:40][CH:41]([NH:42][CH:43]([CH3:44])[CH3:45])[CH3:46].[Cl:47][CH2:48][Cl:49].[O:50]=[CH:51][N:52]([CH3:53])[CH3:54].[S:16]([Cl:17])([Cl:18])=[O:19].[c:1]1(-[c:10]2[cH:11][cH:12][cH:13][cH:14][cH:15]2)[c:2]([C:7](=[O:8])[OH:9])[cH:3][cH:4][cH:5][cH:6]1.[c:20]1([CH2:21][N:27]2[CH2:22][CH2:23][CH:24]([c:25]3[cH:26][cH:28][c:29]([NH2:30])[cH:31][cH:32]3)[CH2:33][CH2:34]2)[cH:35][cH:36][cH:37][cH:38][cH:39]1>>[c:1]1(-[c:10]2[cH:11][cH:12][cH:13][cH:14][cH:15]2)[c:2]([C:7](=[O:8])[NH2:27])[cH:3][cH:4][cH:5][cH:6]1. Starting materials: S(=O)(=O)(O)Cl (sulfochloride), ( 7 ), O (water), N(CCO)(CCO)CCO (triethanolamine). Run at time 1 hour. The product is bistriethanolamine, Cl.N(CCO)(CCO)CCO (triethanolamine hydrochloride). RXN SMILES: S([Cl:5])(O)(=O)=O.O.[N:7]([CH2:14][CH2:15][OH:16])([CH2:11][CH2:12][OH:13])[CH2:8][CH2:9][OH:10]>>[ClH:5].[N:7]([CH2:14][CH2:15][OH:16])([CH2:11][CH2:12][OH:13])[CH2:8][CH2:9][OH:10] |f:3.4|. Reported procedure: A suspension of 3.7 g of the sulfochloride of the formula (7) in 15 g of triethanolamine and 3 g of water is stirred at 150° for one hour. The excess solvent is substantially removed in vacuo at 120°-150° C., and 50 ml of isopropanol are added to the viscous residue. The precipitated product is filtered off with suction, washed repeatedly with isopropanol and taken up in approx. 40 ml of water. The cloudy solution is clarified by filtration with 0.2 g of active charcoal through a pressure filter...